Task: describe an organic reaction: reactants, conditions, products, and yield. Dataset: the Open Reaction Database (ORD), a public repository of structured organic reaction records Starting materials: OC1=CC=2C(C3=CC(=CC=C3C2C=C1)O)=O (2,7-dihydroxy-fluoren-9-one), Cl.ClCCCN1CCCCC1 (1-(3-chloropropyl) piperidine hydrochloride), [OH-].[K+] (potassium hydroxide). Run in C1(=CC=CC=C1)C (toluene), O (water). Reaction conditions: time 20 hour. Product: Cl.Cl.N1(CCCCC1)CCCOC1=CC=2C(C3=CC(=CC=C3C2C=C1)OCCCN1CCCCC1)=O (2,7-Bis(3-piperidinopropoxy)fluoren-9-one dihydrochloride). Reaction SMILES: [OH:1][C:2]1[CH:14]=[CH:13][C:12]2[C:11]3[C:6](=[CH:7][C:8]([OH:15])=[CH:9][CH:10]=3)[C:5](=[O:16])[C:4]=2[CH:3]=1.[ClH:17].[Cl:18][CH2:19][CH2:20][CH2:21][N:22]1[CH2:27][CH2:26][CH2:25][CH2:24][CH2:23]1.[OH-].[K+]>C1(C)C=CC=CC=1.O>[ClH:18].[ClH:17].[N:22]1([CH2:21][CH2:20][CH2:19][O:1][C:2]2[CH:14]=[CH:13][C:12]3[C:11]4[C:6](=[CH:7][C:8]([O:15][CH2:19][CH2:20][CH2:21][N:22]5[CH2:27][CH2:26][CH2:25][CH2:24][CH2:23]5)=[CH:9][CH:10]=4)[C:5](=[O:16])[C:4]=3[CH:3]=2)[CH2:27][CH2:26][CH2:25][CH2:24][CH2:23]1 |f:1.2,3.4,7.8.9|. Procedure details: A mixture of 63.6 g (0.30 mole) of 2,7-dihydroxy-fluoren-9-one, 188 g (0.95 mole) of 1-(3-chloropropyl) piperidine hydrochloride, 132 g (2.0 mole) of 85% potassium hydroxide in 900 ml of toluene and 300 ml of water is refluxed with vigorous stirring for 20 hours. The layers are separated upon cooling and the organic layer is washed 3 times with water, once with a saturated solution of sodium chloride and dried over anhydrous magnesium sulfate. The mixture is filtered and the solvent removed in v...